The task is: describe an organic reaction: reactants, conditions, products, and yield. This data is from the Open Reaction Database (ORD), a public repository of structured organic reaction records. The reactants are CC(=O)OC(C)=O, CC(O)C1(c2cccc(Cl)c2)CCN(C)CC1. Yields the product CC(=O)O, CC(O)C1(c2cccc(Cl)c2)CCN(C)CC1. RXN SMILES: [CH3:18][C:19](=[O:20])[O:21][C:22](=[O:23])[CH3:24].[Cl:1][c:2]1[cH:3][c:4]([C:8]2([CH:15]([OH:16])[CH3:17])[CH2:9][CH2:10][N:11]([CH3:14])[CH2:12][CH2:13]2)[cH:5][cH:6][cH:7]1>>[CH3:18][C:19](=[O:20])[OH:21].[Cl:1][c:2]1[cH:3][c:4]([C:8]2([CH:15]([OH:16])[CH3:17])[CH2:9][CH2:10][N:11]([CH3:14])[CH2:12][CH2:13]2)[cH:5][cH:6][cH:7]1. Reactants: CSC=1C=C(C=CC1[N+](=O)[O-])O (3-(methylthio)-4-nitrophenol). The reagents and catalysts are [Fe] (Iron). Run in C(C)(=O)O (acetic acid), C(C)O (ethanol). Conditions: time 17 hour. Product: NC1=C(C=C(C=C1)O)SC (4-Amino-3-(methylthio)phenol). Yield: 52.9%. Reaction SMILES: [CH3:1][S:2][C:3]1[CH:4]=[C:5]([OH:12])[CH:6]=[CH:7][C:8]=1[N+:9]([O-])=O>C(O)(=O)C.C(O)C.[Fe]>[NH2:9][C:8]1[CH:7]=[CH:6][C:5]([OH:12])=[CH:4][C:3]=1[S:2][CH3:1]. Procedure: Iron powder (1.59 g, 28.5 mmol) was added slowly to a solution of 3-(methylthio)-4-nitrophenol (1.76 g, 9.5 mmol) in acetic acid (50 mL) and ethanol (5 mL). The mixture was stirred 17 hours at room temperature.v Then iron was removed with a magnet and the slurry mixture filtered. The filtrate was diluted in water (100 mL) and neutralised with a saturated solution of Na2CO3. The mixture was extracted with DCM, and the combined organic layer dried over Na2SO4. Then, the solvent was evaporated unde...